From a dataset of the Open Reaction Database (ORD), a public repository of structured organic reaction records. describe an organic reaction: reactants, conditions, products, and yield Reactants: CO, COc1cnc(Cl)c2[nH]ccc12, [Cu], [K+], [OH-], c1nc[nH]n1. The product is COc1cnc(-n2cncn2)c2[nH]ccc12. Reaction SMILES: [CH3:20][OH:21].[Cl:1][c:2]1[n:3][cH:4][c:5]([O:11][CH3:12])[c:6]2[cH:7][cH:8][nH:9][c:10]12.[Cu:22].[K+:19].[OH-:18].[nH:13]1[n:14][cH:15][n:16][cH:17]1>>[c:2]1(-[n:13]2[n:14][cH:15][n:16][cH:17]2)[n:3][cH:4][c:5]([O:11][CH3:12])[c:6]2[cH:7][cH:8][nH:9][c:10]12. Reactants: CO, CCOC(=O)Cc1ccc(CCNC(=O)c2ccc(Cl)cc2)cc1, [K+], [OH-]. Yields the product O=C(O)Cc1ccc(CCNC(=O)c2ccc(Cl)cc2)cc1. As a reaction SMILES: [CH3:25][OH:26].[Cl:1][c:2]1[cH:3][cH:4][c:5]([C:6](=[O:7])[NH:8][CH2:9][CH2:10][c:11]2[cH:12][cH:13][c:14]([CH2:17][C:18](=[O:19])[O:20][CH2:21][CH3:22])[cH:15][cH:16]2)[cH:23][cH:24]1.[K+:28].[OH-:27]>>[Cl:1][c:2]1[cH:3][cH:4][c:5]([C:6](=[O:7])[NH:8][CH2:9][CH2:10][c:11]2[cH:12][cH:13][c:14]([CH2:17][C:18](=[O:19])[OH:20])[cH:15][cH:16]2)[cH:23][cH:24]1. Starting materials: polyether, diisocyanate, C1(=CC=C(C=C1)N=C=O)N=C=O (p-phenylene diisocyanate), C1(=CC(=CC=C1)N=C=O)N=C=O (m-phenylene diisocyanate), CC1=C(C=C(C=C1)N=C=O)N=C=O (2,4-toluene diisocyanate). Product: C1=CC(=CC=C1CC2=CC=C(C=C2)N=C=O)N=C=O (methylenebis(phenyl isocyanate)), methylenebis(tolyl isocyanate), [N-]=C=O (isocyanate). RXN SMILES: [C:1]1(N=C=O)[CH:6]=[CH:5][C:4]([N:7]=[C:8]=[O:9])=[CH:3][CH:2]=1.C1(N=C=O)C=CC=C([N:19]=[C:20]=[O:21])C=1.[CH3:25][C:26]1[CH:31]=[CH:30][C:29]([N:32]=[C:33]=[O:34])=[CH:28][C:27]=1N=C=O>>[CH:27]1[C:26]([CH2:25][C:1]2[CH:2]=[CH:3][C:4]([N:7]=[C:8]=[O:9])=[CH:5][CH:6]=2)=[CH:31][CH:30]=[C:29]([N:32]=[C:33]=[O:34])[CH:28]=1.[N-:19]=[C:20]=[O:21]. Reported procedure: The polyether segment is reacted with a diisocyanate, e.g., p-phenylene diisocyanate, m-phenylene diisocyanate, 2,4-toluene diisocyanate and isomers thereof, methylenebis(phenyl isocyanate), methylenebis(chlorophenyl isocyanate), and methylenebis(tolyl isocyanate) to produce an isocyanate-terminated prepolymer or oligomer. The toluene diisocyanates are preferred. Starting materials: FC1=C(C=C(C=C1)OC=1C=NC(=CC1)[N+](=O)[O-])NC(=O)NC1=CC(=NN1C=1C=C2C=CC=NC2=CC1)C(C)C (1-(2-fluoro-5-(6-nitropyridin-3-yloxy)phenyl)-3-(3-isopropyl-1-(quinolin-6-yl)-1H-pyrazol-5-yl)urea), [NH4+].[Cl-] (NH4Cl). Reagents/catalysts: [Zn] (zinc). Solvent: CO (MeOH). Reaction conditions: time 4 hour. Yields the product NC1=CC=C(C=N1)OC=1C=CC(=C(C1)NC(=O)NC1=CC(=NN1C=1C=C2C=CC=NC2=CC1)C(C)C)F (1-(5-(6-aminopyridin-3-yloxy)-2-fluorophenyl)-3-(3-isopropyl-1-(quinolin-6-yl)-1H-pyrazol-5-yl)urea). The yield is 40.6%. As a reaction SMILES: [F:1][C:2]1[CH:7]=[CH:6][C:5]([O:8][C:9]2[CH:10]=[N:11][C:12]([N+:15]([O-])=O)=[CH:13][CH:14]=2)=[CH:4][C:3]=1[NH:18][C:19]([NH:21][C:22]1[N:26]([C:27]2[CH:28]=[C:29]3[C:34](=[CH:35][CH:36]=2)[N:33]=[CH:32][CH:31]=[CH:30]3)[N:25]=[C:24]([CH:37]([CH3:39])[CH3:38])[CH:23]=1)=[O:20].[NH4+].[Cl-]>CO.[Zn]>[NH2:15][C:12]1[N:11]=[CH:10][C:9]([O:8][C:5]2[CH:6]=[CH:7][C:2]([F:1])=[C:3]([NH:18][C:19]([NH:21][C:22]3[N:26]([C:27]4[CH:28]=[C:29]5[C:34](=[CH:35][CH:36]=4)[N:33]=[CH:32][CH:31]=[CH:30]5)[N:25]=[C:24]([CH:37]([CH3:38])[CH3:39])[CH:23]=3)=[O:20])[CH:4]=2)=[CH:14][CH:13]=1 |f:1.2|. Reported procedure: 1-(2-fluoro-5-(6-nitropyridin-3-yloxy)phenyl)-3-(3-isopropyl-1-(quinolin-6-yl)-1H-pyrazol-5-yl)urea (0.129 g, 0.245 mmol) was dissolved in MeOH (2.0 mL), to which NH4Cl (0.131 g, 2.45 mmol) and zinc power (0.160 g, 2.45 mmol) were added and the reaction mixture was stirred at RT for 4 h. The reaction mixture was filtered through Celite and washed with methanol (30 mL) and EtOAc (50 mL). The filtrate was concentrated in vacuum, partitioned between EtOAc (30 mL) and water (20 mL). The separated or...